Dataset: the Open Reaction Database (ORD), a public repository of structured organic reaction records. Task: describe an organic reaction: reactants, conditions, products, and yield Reactants: aqueous solution, Cl (hydrochloric acid), FC(C(C(F)(F)F)(OCOC)C1=CC(=C(OC=2C=CC(=C(C2)CO)[N+](=O)[O-])C=C1)CCC)(F)F ((5-(4-(1,1,1,3,3,3-hexafluoro-2-(methoxymethoxy)propan-2-yl)-2-propylphenoxy)-2-nitrophenyl) methanol), N1=CC=CC=C1 (pyridine), resultant mixture, C1(=CC=CC=C1)N=C=O (Phenylisocyanate). Run in O (water), ClCCl (dichloromethane). Yields the product C1(=CC=CC=C1)NC(OCC1=C(C=CC(=C1)OC1=C(C=C(C=C1)C(C(F)(F)F)(C(F)(F)F)OCOC)CCC)[N+](=O)[O-])=O (5-(4-(1,1,1,3,3,3-Hexafluoro-2-(methoxymethoxy)propan-2-yl)-2-propylphenoxy)-2-nitrobenzyl phenylcarbamate). Yield: 91.0%. RXN SMILES: [F:1][C:2]([F:34])([F:33])[C:3]([C:12]1[CH:29]=[CH:28][C:15]([O:16][C:17]2[CH:18]=[CH:19][C:20]([N+:25]([O-:27])=[O:26])=[C:21]([CH2:23][OH:24])[CH:22]=2)=[C:14]([CH2:30][CH2:31][CH3:32])[CH:13]=1)([O:8][CH2:9][O:10][CH3:11])[C:4]([F:7])([F:6])[F:5].N1C=CC=CC=1.[C:41]1([N:47]=[C:48]=[O:49])[CH:46]=[CH:45][CH:44]=[CH:43][CH:42]=1.Cl>ClCCl.O>[C:41]1([NH:47][C:48](=[O:49])[O:24][CH2:23][C:21]2[CH:22]=[C:17]([O:16][C:15]3[CH:28]=[CH:29][C:12]([C:3]([O:8][CH2:9][O:10][CH3:11])([C:4]([F:6])([F:5])[F:7])[C:2]([F:33])([F:34])[F:1])=[CH:13][C:14]=3[CH2:30][CH2:31][CH3:32])[CH:18]=[CH:19][C:20]=2[N+:25]([O-:27])=[O:26])[CH:46]=[CH:45][CH:44]=[CH:43][CH:42]=1. Reported procedure: To a solution of (5-(4-(1,1,1,3,3,3-hexafluoro-2-(methoxymethoxy)propan-2-yl)-2-propylphenoxy)-2-nitrophenyl) methanol (221 mg, 0.444 mmol) in dichloromethane (2.2 mL), pyridine (72 μL, 0.889 mmol) was added. Phenylisocyanate (97 μL, 0.889 mmol) was added thereto under ice-cold conditions, and the resultant mixture was stirred at room temperature overnight. The reaction solution was added with water and 5% aqueous solution of hydrochloric acid, and extracted with ethyl acetate. The organic layer... Starting materials: C([O-])([O-])=O.[K+].[K+] (potassium carbonate), Cl.CN(CCCl)C (2-(dimethylamino)ethyl chloride hydrochloride), COC1=CC=C(C=C1)[C@@H]1SC2=C(NC([C@@H]1OC(C1=C(C=C(C=C1)[N+](=O)[O-])Cl)=O)=O)C=CC=C2 ((-)-cis-2-(4-methoxyphenyl)-3-(2-chloro-4-nitrobenzoyloxy)-2,3-dihydro-1,5-benzothiazepin-4(5H)-one). Solvent: CC(=O)C (acetone). Product: COC1=CC=C(C=C1)[C@@H]1SC2=C(N(C([C@@H]1OC(C1=C(C=C(C=C1)[N+](=O)[O-])Cl)=O)=O)CCN(C)C)C=CC=C2 ((+)-cis-2-(4-methoxyphenyl)-3-(2-chloro-4-nitrobenzoyloxy)-5-[2-(dimethylamino)ethyl]-2,3-dihydro-1,5-benzothiazepin-4(5H)-one). The yield is 72.8%. Reaction SMILES: [CH3:1][O:2][C:3]1[CH:8]=[CH:7][C:6]([C@H:9]2[C@@H:15]([O:16][C:17](=[O:28])[C:18]3[CH:23]=[CH:22][C:21]([N+:24]([O-:26])=[O:25])=[CH:20][C:19]=3[Cl:27])[C:14](=[O:29])[NH:13][C:12]3[CH:30]=[CH:31][CH:32]=[CH:33][C:11]=3[S:10]2)=[CH:5][CH:4]=1.C(=O)([O-])[O-].[K+].[K+].Cl.[CH3:41][N:42]([CH3:46])[CH2:43][CH2:44]Cl>CC(C)=O>[CH3:1][O:2][C:3]1[CH:4]=[CH:5][C:6]([C@H:9]2[C@@H:15]([O:16][C:17](=[O:28])[C:18]3[CH:23]=[CH:22][C:21]([N+:24]([O-:26])=[O:25])=[CH:20][C:19]=3[Cl:27])[C:14](=[O:29])[N:13]([CH2:44][CH2:43][N:42]([CH3:46])[CH3:41])[C:12]3[CH:30]=[CH:31][CH:32]=[CH:33][C:11]=3[S:10]2)=[CH:7][CH:8]=1 |f:1.2.3,4.5|. Reported procedure: 970 mg of (-)-cis-2-(4-methoxyphenyl)-3-(2-chloro-4-nitrobenzoyloxy)-2,3-dihydro-1,5-benzothiazepin-4(5H)-one are dissolved in 15 ml of acetone, and 690 mg of potassium carbonate and 375 mg of 2-(dimethylamino)ethyl chloride hydrochloride are added thereto. The mixture is refluxed for 6 hours under stirring. After the reaction, the mixture is evaporated under reduced pressure to remove solvent. Ethyl acetate is added to the residue, and the mixture is washed with water. The ethyl acetate solutio... The reactants are C(C#C)N1CCCC1 (1-Propargylpyrrolidine), C(C)(C)NC(C)C (diisopropylamine), IC1=CC=C(C=C1)\C(=C/COC1=CC(=C(OCC(=O)OC)C=C1)C)\C1=CC=C(C=C1)C=1SC(=CC1)C (methyl (Z)-[4-[3-(4-iodophenyl)-3-[4-(5-methylthiophen-2-yl)phenyl]allyloxy]-2-methylphenoxy]acetate). Reagents/catalysts: [Cu]I (copper(I) iodide), Cl[Pd]([P](C1=CC=CC=C1)(C2=CC=CC=C2)C3=CC=CC=C3)([P](C4=CC=CC=C4)(C5=CC=CC=C5)C6=CC=CC=C6)Cl (bis(triphenylphosphine)-palladium(II) dichloride). The solvent is O1CCCC1 (tetrahydrofuran). Reaction conditions: time 2.5 hour. The product is CC1=C(OCC(=O)OC)C=CC(=C1)OC\C=C(/C1=CC=C(C=C1)C#CCN1CCCC1)\C1=CC=C(C=C1)C=1SC(=CC1)C (methyl (E)-[2-methyl-4-[3-[4-(5-methylthiophen-2-yl)phenyl]-3-[4-[3-(pyrrolidin-1-yl)propynyl]phenyl]-allyloxy]phenoxy]acetate). Reaction SMILES: [CH2:1]([N:4]1[CH2:8][CH2:7][CH2:6][CH2:5]1)[C:2]#[CH:3].C(NC(C)C)(C)C.I[C:17]1[CH:22]=[CH:21][C:20](/[C:23](/[C:40]2[CH:45]=[CH:44][C:43]([C:46]3[S:47][C:48]([CH3:51])=[CH:49][CH:50]=3)=[CH:42][CH:41]=2)=[CH:24]\[CH2:25][O:26][C:27]2[CH:38]=[CH:37][C:30]([O:31][CH2:32][C:33]([O:35][CH3:36])=[O:34])=[C:29]([CH3:39])[CH:28]=2)=[CH:19][CH:18]=1>O1CCCC1.[Cu]I.Cl[Pd](Cl)([P](C1C=CC=CC=1)(C1C=CC=CC=1)C1C=CC=CC=1)[P](C1C=CC=CC=1)(C1C=CC=CC=1)C1C=CC=CC=1>[CH3:39][C:29]1[CH:28]=[C:27]([O:26][CH2:25]/[CH:24]=[C:23](/[C:40]2[CH:41]=[CH:42][C:43]([C:46]3[S:47][C:48]([CH3:51])=[CH:49][CH:50]=3)=[CH:44][CH:45]=2)\[C:20]2[CH:21]=[CH:22][C:17]([C:3]#[C:2][CH2:1][N:4]3[CH2:8][CH2:7][CH2:6][CH2:5]3)=[CH:18][CH:19]=2)[CH:38]=[CH:37][C:30]=1[O:31][CH2:32][C:33]([O:35][CH3:36])=[O:34] |^1:61,80|. Procedure: 1-Propargylpyrrolidine (168 mg, 1.54 mmol) and diisopropylamine (0.27 mL, 1.93 mmol) were added to a solution of methyl (Z)-[4-[3-(4-iodophenyl)-3-[4-(5-methylthiophen-2-yl)phenyl]allyloxy]-2-methylphenoxy]acetate (235 mg, 0.385 mmol; prepared as described in example 17) in tetrahydrofuran (5 mL). The mixture was degassed and copper(I) iodide (15 mg, 0.079 mmol) and bis(triphenylphosphine)-palladium(II) dichloride (27 mg, 0.038 mmol) were added. The reaction mixture was stirred at ambient temper...